This data is from the Open Reaction Database (ORD), a public repository of structured organic reaction records. The task is: describe an organic reaction: reactants, conditions, products, and yield The reactants are ClC1=C(C(=CC=C1)Cl)S(=O)(=O)N1C=C(C2=CC=CC=C12)\C=C\1/OC2=C(C1=O)C=CC(=C2CN2CCN(CC2)C(=O)OC(C)(C)C)O (tert-butyl (Z)-4-[(2-{[1-(2,6-dichlorophenylsulfonyl)-1H-indol-3-yl]methylene}-6-hydroxy-3-oxo-2,3-dihydrobenzofuran-7-yl)methyl]piperazine-1-carboxylate), FC(C(=O)O)(F)F (trifluoroacetic acid). Solvent: C(Cl)Cl (methylene chloride). Reaction conditions: time 8 hour. Yields the product Cl.Cl.ClC1=C(C(=CC=C1)Cl)S(=O)(=O)N1C=C(C2=CC=CC=C12)\C=C\1/OC2=C(C1=O)C=CC(=C2CN2CCNCC2)O ((Z)-2-{[1-(2,6-dichlorophenylsulfonyl)-1H-indol-3-yl]methylene}-6-hydroxy-7-(piperazin-1-ylmethyl)benzofuran-3(2H)-one dihydrochloride). Yield: 218.8%. As a reaction SMILES: [Cl:1][C:2]1[CH:7]=[CH:6][CH:5]=[C:4]([Cl:8])[C:3]=1[S:9]([N:12]1[C:20]2[C:15](=[CH:16][CH:17]=[CH:18][CH:19]=2)[C:14](/[CH:21]=[C:22]2\[O:23][C:24]3[C:31]([CH2:32][N:33]4[CH2:38][CH2:37][N:36](C(OC(C)(C)C)=O)[CH2:35][CH2:34]4)=[C:30]([OH:46])[CH:29]=[CH:28][C:25]=3[C:26]\2=[O:27])=[CH:13]1)(=[O:11])=[O:10].FC(F)(F)C(O)=O>C(Cl)Cl>[ClH:1].[ClH:1].[Cl:1][C:2]1[CH:7]=[CH:6][CH:5]=[C:4]([Cl:8])[C:3]=1[S:9]([N:12]1[C:20]2[C:15](=[CH:16][CH:17]=[CH:18][CH:19]=2)[C:14](/[CH:21]=[C:22]2\[O:23][C:24]3[C:31]([CH2:32][N:33]4[CH2:38][CH2:37][NH:36][CH2:35][CH2:34]4)=[C:30]([OH:46])[CH:29]=[CH:28][C:25]=3[C:26]\2=[O:27])=[CH:13]1)(=[O:10])=[O:11] |f:3.4.5|. Procedure: A solution of tert-butyl (Z)-4-[(2-{[1-(2,6-dichlorophenylsulfonyl)-1H-indol-3-yl]methylene}-6-hydroxy-3-oxo-2,3-dihydrobenzofuran-7-yl)methyl]piperazine-1-carboxylate (0.133 g, 0.194 mmol) in methylene chloride (5 mL) was added with trifluoroacetic acid (5 mL), and the mixture was stirred overnight at room temperature. The reaction mixture was concentrated, then a solution of the resulting residue in methanol (8 mL) was added with a 5% solution of hydrogen chloride in methanol (2 mL), and the m... Starting materials: CC(=O)Nc1ccc(C(O)CNC(C)(C)C)cc1C(F)(F)F, CCO, CCO, Cl, [Na+], [OH-], O. The product is CC(C)(C)NCC(O)c1ccc(N)c(C(F)(F)F)c1. Reaction SMILES: [C:2](=[O:3])([CH3:4])[NH:5][c:6]1[c:7]([C:20]([F:21])([F:22])[F:23])[cH:8][c:9]([CH:12]([CH2:13][NH:14][C:15]([CH3:16])([CH3:17])[CH3:18])[OH:19])[cH:10][cH:11]1.[CH2:25]([OH:26])[CH3:27].[CH3:28][CH2:29][OH:30].[ClH:1].[Na+:32].[OH-:31].[OH2:24]>>[NH2:5][c:6]1[c:7]([C:20]([F:21])([F:22])[F:23])[cH:8][c:9]([CH:12]([CH2:13][NH:14][C:15]([CH3:16])([CH3:17])[CH3:18])[OH:19])[cH:10][cH:11]1. Reactants: ClC=1C=C(C(=C2C=CN(C12)S(=O)(=O)C1=CC=C(C)C=C1)C=C(Br)Br)C (7-chloro-4-(2,2-dibromovinyl)-5-methyl-1-tosyl-1H-indole), NC=1C=C(C#N)C=CC1N (3,4-diaminobenzonitrile), C1CN2CCN1CC2 (DABCO). Solvent: CN1CCCC1=O (NMP). Reaction conditions: time 8 hour. The product is ClC=1C=C(C(=C2C=CN(C12)S(=O)(=O)C1=CC=C(C)C=C1)CC1=NC2=C(N1)C=CC(=C2)C#N)C (2-((7-chloro-5-methyl-1-tosyl-1H-indol-4-yl)methyl)-1H-benzo[d]imidazole-5-carbonitrile). As a reaction SMILES: [Cl:1][C:2]1[CH:3]=[C:4]([CH3:25])[C:5]([CH:21]=[C:22](Br)Br)=[C:6]2[C:10]=1[N:9]([S:11]([C:14]1[CH:20]=[CH:19][C:17]([CH3:18])=[CH:16][CH:15]=1)(=[O:13])=[O:12])[CH:8]=[CH:7]2.[NH2:26][C:27]1[CH:28]=[C:29]([CH:32]=[CH:33][C:34]=1[NH2:35])[C:30]#[N:31].C1N2CCN(CC2)C1>CN1C(=O)CCC1>[Cl:1][C:2]1[CH:3]=[C:4]([CH3:25])[C:5]([CH2:21][C:22]2[NH:35][C:34]3[CH:33]=[CH:32][C:29]([C:30]#[N:31])=[CH:28][C:27]=3[N:26]=2)=[C:6]2[C:10]=1[N:9]([S:11]([C:14]1[CH:20]=[CH:19][C:17]([CH3:18])=[CH:16][CH:15]=1)(=[O:13])=[O:12])[CH:8]=[CH:7]2. Reported procedure: A solution of 7-chloro-4-(2,2-dibromovinyl)-5-methyl-1-tosyl-1H-indole (67 mg, 0.133 mmol), 3,4-diaminobenzonitrile (26.6 mg, 0.200 mmol) and DABCO (44.8 mg, 0.399 mmol) in NMP (0.5 mL) was stirred at 110° C. After stirring overnight, the reaction mixture was loaded onto silica gel and was purified by flash chromatography (0-100% EtOAc in heptanes) to provide 2-((7-chloro-5-methyl-1-tosyl-1H-indol-4-yl)methyl)-1H-benzo[d]imidazole-5-carbonitrile. The obtained compound was dissolved in EtOH (5.0 ... Reactants: [Si](C1=CC=CC=C1)(C1=CC=CC=C1)(C(C)(C)C)OC[C@H](CC)N1C([C@@](C[C@@H]([C@H]1C1=CC=C(C=C1)Cl)C1=CC(=CC=C1)Cl)(C)CO)=O ((3R,5R,6S)-1-((S)-1-(tert-Butyldiphenylsilyloxy)butan-2-yl)-5-(3-chlorophenyl)-6-(4-chlorophenyl)-3-(hydroxymethyl)-3-methylpiperidin-2-one), C(=O)(O)[O-].[Na+] (NaHCO3), CC(=O)OI1(C=2C=CC=CC2C(=O)O1)(OC(=O)C)OC(=O)C (Dess Martin periodinane), [O-]S(=O)(=S)[O-].[Na+].[Na+] (Na2S2O3), C(=O)(O)[O-].[Na+] (NaHCO3). Run in C(Cl)Cl (CH2Cl2), C(Cl)Cl (CH2Cl2). Run at time 2 hour. Yields the product [Si](C1=CC=CC=C1)(C1=CC=CC=C1)(C(C)(C)C)OC[C@H](CC)N1C([C@](C[C@@H]([C@H]1C1=CC=C(C=C1)Cl)C1=CC(=CC=C1)Cl)(C=O)C)=O ((3R,5R,6S)-1-((S)-1-(tert-Butyldiphenylsilyloxy)butan-2-yl)-5-(3-chlorophenyl)-6-(4-chlorophenyl)-3-methyl-2-oxopiperidine-3-carbaldehyde). RXN SMILES: [Si:1]([O:18][CH2:19][C@@H:20]([N:23]1[C@H:28]([C:29]2[CH:34]=[CH:33][C:32]([Cl:35])=[CH:31][CH:30]=2)[C@@H:27]([C:36]2[CH:41]=[CH:40][CH:39]=[C:38]([Cl:42])[CH:37]=2)[CH2:26][C@@:25]([CH2:44][OH:45])([CH3:43])[C:24]1=[O:46])[CH2:21][CH3:22])([C:14]([CH3:17])([CH3:16])[CH3:15])([C:8]1[CH:13]=[CH:12][CH:11]=[CH:10][CH:9]=1)[C:2]1[CH:7]=[CH:6][CH:5]=[CH:4][CH:3]=1.C([O-])(O)=O.[Na+].CC(OI1(OC(C)=O)(OC(C)=O)OC(=O)C2C=CC=CC1=2)=O.[O-]S([O-])(=S)=O.[Na+].[Na+]>C(Cl)Cl>[Si:1]([O:18][CH2:19][C@@H:20]([N:23]1[C@H:28]([C:29]2[CH:30]=[CH:31][C:32]([Cl:35])=[CH:33][CH:34]=2)[C@@H:27]([C:36]2[CH:41]=[CH:40][CH:39]=[C:38]([Cl:42])[CH:37]=2)[CH2:26][C@:25]([CH3:43])([CH:44]=[O:45])[C:24]1=[O:46])[CH2:21][CH3:22])([C:14]([CH3:16])([CH3:17])[CH3:15])([C:8]1[CH:13]=[CH:12][CH:11]=[CH:10][CH:9]=1)[C:2]1[CH:7]=[CH:6][CH:5]=[CH:4][CH:3]=1 |f:1.2,4.5.6|. Procedure details: To a stirred solution of (3R,5R,6S)-1-((S)-1-(tert-butyldiphenylsilyloxy)butan-2-yl)-5-(3-chlorophenyl)-6-(4-chlorophenyl)-3-(hydroxymethyl)-3-methylpiperidin-2-one (210 mg, 0.311 mmol; Example 248, Step B) in CH2Cl2 (8 mL) at 0° C. was added NaHCO3 (131 mg, 1.56 mmol) and Dess Martin periodinane (158 mg, 0.373 mmol) in one portion. The reaction was stirred at rt for 2 hours. The reaction was diluted with CH2Cl2 (30 mL) and treated with Na2S2O3 (15 mL, saturated aqueous solution) and NaHCO3 (15 ... Starting materials: O=C(NC1=NC2(c3ccc(F)c(Br)c3)CC(O)CC2CS1)c1ccccc1, O=C([O-])[O-], CCO, COCCOC, [Cs+], [Cs+], O, OB(O)c1cncnc1. Product: O=C(NC1=NC2(c3ccc(F)c(-c4cncnc4)c3)CC(O)CC2CS1)c1ccccc1. RXN SMILES: [Br:1][c:2]1[cH:3][c:4]([C:9]23[N:10]=[C:11]([NH:19][C:20]([c:21]4[cH:22][cH:23][cH:24][cH:25][cH:26]4)=[O:27])[S:12][CH2:13][CH:14]2[CH2:15][CH:16]([OH:18])[CH2:17]3)[cH:5][cH:6][c:7]1[F:8].[C:40](=[O:41])([O-:42])[O-:43].[CH3:28][CH2:29][OH:30].[CH3:46][O:47][CH2:48][CH2:49][O:50][CH3:51].[Cs+:44].[Cs+:45].[OH2:52].[n:31]1[cH:32][n:33][cH:34][c:35]([B:37]([OH:38])[OH:39])[cH:36]1>>[c:2]1(-[c:35]2[cH:34][n:33][cH:32][n:31][cH:36]2)[cH:3][c:4]([C:9]23[N:10]=[C:11]([NH:19][C:20]([c:21]4[cH:22][cH:23][cH:24][cH:25][cH:26]4)=[O:27])[S:12][CH2:13][CH:14]2[CH2:15][CH:16]([OH:18])[CH2:17]3)[cH:5][cH:6][c:7]1[F:8]. Reactants: C1(CCCCCCC1)C=O (Cyclooctane carboxaldehyde), NC1=CC=C(C(=O)O)C=C1 (p-aminobenzoic acid), C(C)(=O)O (acetic acid). Reagents/catalysts: [Zn] (zinc). Solvent: C1=CC=CC=C1 (benzene). Product: C1(CCCCCCC1)CNC1=CC=C(C(=O)O)C=C1 (4-[(Cyclooctylmethyl)amino]benzoic acid). Reaction SMILES: [CH:1]1([CH:9]=O)[CH2:8][CH2:7][CH2:6][CH2:5][CH2:4][CH2:3][CH2:2]1.[NH2:11][C:12]1[CH:20]=[CH:19][C:15]([C:16]([OH:18])=[O:17])=[CH:14][CH:13]=1.C(O)(=O)C>[Zn].C1C=CC=CC=1>[CH:1]1([CH2:9][NH:11][C:12]2[CH:20]=[CH:19][C:15]([C:16]([OH:18])=[O:17])=[CH:14][CH:13]=2)[CH2:2][CH2:3][CH2:4][CH2:5][CH2:6][CH2:7][CH2:8]1. Procedure: Cyclooctane carboxaldehyde (14.72 g, 0.105 mole) was added dropwise to a stirred and refluxing mixture of 13.7 g (0.1 mole) p-aminobenzoic acid, 25 g zinc dust, 25 ml glacial acetic acid and 125 ml of benzene. Water which evolved was collected in a Dean-Stark trap as the reaction mass was refluxed overnight. Following the reflux period, the resulting product mass was filtered while still hot. Upon cooling the filtrate, crystals formed therein. The benzene was evaporated and the residue recrystal... Starting materials: O=C([O-])[O-], O=C(Cl)Cl, C1CC1, CC#N, CC(C)N1CCC(Oc2cc3cc(C(=O)N4CCNCC4)[nH]c3cc2Cl)CC1, [Cs+], [Cs+]. The product is CC(C)N1CCC(Oc2cc3cc(C(=O)N4CCN(C(=O)C5CC5)CC4)[nH]c3cc2Cl)CC1. RXN SMILES: [C:29]([O-:30])([O-:31])=[O:32].[C:35]([Cl:36])([Cl:37])=[O:38].[CH2:39]1[CH2:40][CH2:41]1.[CH3:42][C:43]#[N:44].[Cl:1][c:2]1[c:3]([O:19][CH:20]2[CH2:21][CH2:22][N:23]([CH:26]([CH3:27])[CH3:28])[CH2:24][CH2:25]2)[cH:4][c:5]2[cH:6][c:7]([C:11](=[O:12])[N:13]3[CH2:14][CH2:15][NH:16][CH2:17][CH2:18]3)[nH:8][c:9]2[cH:10]1.[Cs+:33].[Cs+:34]>>[Cl:1][c:2]1[c:3]([O:19][CH:20]2[CH2:21][CH2:22][N:23]([CH:26]([CH3:27])[CH3:28])[CH2:24][CH2:25]2)[cH:4][c:5]2[cH:6][c:7]([C:11](=[O:12])[N:13]3[CH2:14][CH2:15][N:16]([C:29](=[O:32])[CH:39]4[CH2:40][CH2:41]4)[CH2:17][CH2:18]3)[nH:8][c:9]2[cH:10]1.